From a dataset of the Open Reaction Database (ORD), a public repository of structured organic reaction records. describe an organic reaction: reactants, conditions, products, and yield Reactants: C12(CC3CC(CC(C1)C3)C2)C=2C=C(C(=O)Cl)C=CC2 (3-(1-adamantyl)benzoyl chloride), OC1=CC=C(C(=O)OCC=C)C=C1 (allyl 4-hydroxybenzoate). The product is C12(CC3CC(CC(C1)C3)C2)C=2C=C(C(=O)OC3=CC=C(C(=O)OCC=C)C=C3)C=CC2 (allyl 4-[3-(1-adamantyl)benzoyloxy]benzoate). Isolated yield 65.5%. As a reaction SMILES: [C:1]12([C:11]3[CH:12]=[C:13]([CH:17]=[CH:18][CH:19]=3)[C:14](Cl)=[O:15])[CH2:10][CH:5]3[CH2:6][CH:7]([CH2:9][CH:3]([CH2:4]3)[CH2:2]1)[CH2:8]2.[OH:20][C:21]1[CH:32]=[CH:31][C:24]([C:25]([O:27][CH2:28][CH:29]=[CH2:30])=[O:26])=[CH:23][CH:22]=1>>[C:1]12([C:11]3[CH:12]=[C:13]([CH:17]=[CH:18][CH:19]=3)[C:14]([O:20][C:21]3[CH:22]=[CH:23][C:24]([C:25]([O:27][CH2:28][CH:29]=[CH2:30])=[O:26])=[CH:31][CH:32]=3)=[O:15])[CH2:10][CH:5]3[CH2:6][CH:7]([CH2:9][CH:3]([CH2:4]3)[CH2:2]1)[CH2:8]2. Procedure: In a manner analogous to Example 9(a) by reacting 1.5 g (5.5 mmoles) of 3-(1-adamantyl)benzoyl chloride with 980 mg (5.5 mmoles) of allyl 4-hydroxybenzoate, 1.5 g (68% yield) of the expected ester in the form of a colorless oil are obtained. The reactants are C(C)(=O)O[C@H]1[C@@H](/C(/O[C@H]([C@@H]1OC(C)=O)C1=CC(=C(C=C1)Cl)CC1=CC=C(C=C1)OCC)=N/O)OC(C)=O (acetic acid (3S,4R,5S,6S)-4,5-diacetoxy-6-[4-chloro-3-(4-ethoxy-benzyl)-phenyl]-2-[(Z)-hydroxyimino]-tetrahydro-pyran-3-yl ester), N (NH3). Solvent: CO (MeOH). The product is ClC1=C(C=C(C=C1)[C@H]1[C@@H]([C@H]([C@@H](C(O1)=NO)O)O)O)CC1=CC=C(C=C1)OCC ((3S,4R,5R,6S)-6-[4-chloro-3-(4-ethoxy-benzyl)-phenyl]-3,4,5-trihydroxy-tetrahydro-pyran-2-one oxime). The yield is 77.8%. RXN SMILES: C([O:4][C@@H:5]1[C@@H:10]([O:11]C(=O)C)[C@H:9]([C:15]2[CH:20]=[CH:19][C:18]([Cl:21])=[C:17]([CH2:22][C:23]3[CH:28]=[CH:27][C:26]([O:29][CH2:30][CH3:31])=[CH:25][CH:24]=3)[CH:16]=2)[O:8]/[C:7](=[N:32]\[OH:33])/[C@H:6]1[O:34]C(=O)C)(=O)C.N>CO>[Cl:21][C:18]1[CH:19]=[CH:20][C:15]([C@@H:9]2[O:8][C:7](=[N:32][OH:33])[C@@H:6]([OH:34])[C@H:5]([OH:4])[C@H:10]2[OH:11])=[CH:16][C:17]=1[CH2:22][C:23]1[CH:28]=[CH:27][C:26]([O:29][CH2:30][CH3:31])=[CH:25][CH:24]=1. Procedure details: Compound from step B (97 mg, 0.18 mmol) was treated with 7.0 M NH3 in MeOH (1.8 ml) for 1 hour. The reaction was concentrated under vacuum, and the residue was purified by flash chromatography (12 g SiO2, 0-12% MeOH:CH2Cl2), suspended in H2O, and lyophilized to give (3S,4R,5R,6S)-6-[4-chloro-3-(4-ethoxy-benzyl)-phenyl]-3,4,5-trihydroxy-tetrahydro-pyran-2-one oxime (57 mg, 0.14 mmol, 77%) as a white solid. Starting materials: C(C)(C)(C)OC(=O)N1C(=CC=C1)C=1C=NC(=C(C1)OCC1=C(C=CC=C1Cl)Cl)N (2-[6-amino-5-(2,6-dichloro-benzyloxy)-pyridin-3-yl]-pyrrole-1-carboxylic acid tert-butyl ester), C([O-])([O-])=O.[Na+].[Na+] (sodium carbonate). Solvent: C(C)O.O (ethanol water). Yields the product ClC1=C(COC=2C(=NC=C(C2)C=2NC=CC2)N)C(=CC=C1)Cl (3-(2,6-dichloro-benzyloxy)-5-(1H-pyrrol-2-yl)-pyridin-2-ylamine). As a reaction SMILES: C(OC([N:8]1[CH:12]=[CH:11][CH:10]=[C:9]1[C:13]1[CH:14]=[N:15][C:16]([NH2:29])=[C:17]([O:19][CH2:20][C:21]2[C:26]([Cl:27])=[CH:25][CH:24]=[CH:23][C:22]=2[Cl:28])[CH:18]=1)=O)(C)(C)C.C(=O)([O-])[O-].[Na+].[Na+]>C(O)C.O>[Cl:27][C:26]1[CH:25]=[CH:24][CH:23]=[C:22]([Cl:28])[C:21]=1[CH2:20][O:19][C:17]1[C:16]([NH2:29])=[N:15][CH:14]=[C:13]([C:9]2[NH:8][CH:12]=[CH:11][CH:10]=2)[CH:18]=1 |f:1.2.3,4.5|. Procedure: To a mixture of 2-[6-amino-5-(2,6-dichloro-benzyloxy)-pyridin-3-yl]-pyrrole-1-carboxylic acid tert-butyl ester (Example 6, 30 mg, 0.069 mmol) in ethanol/water (2:1, 10 mL) was added sodium carbonate (100 mg, 0.95 mmol). The mixture was refluxed overnight. The reaction was cooled to ambient temperature and extracted with ethyl acetate. The mixture was washed with water, brine, dried over Na2SO4, and purified on a silica gel column to afford 3-(2,6-dichloro-benzyloxy)-5-(1H-pyrrol-2-yl)-pyridin-2-... Reactants: CNC(C(=O)NC(C(=O)N(C)C(C=C(C)C(=O)O)C(C)C)C(C)(C)C)C(C)(C)c1ccccc1, CSC, CO, O=[O+][O-]. The product is CNC(C(=O)NC(C(=O)N(C)C(C=O)C(C)C)C(C)(C)C)C(C)(C)c1ccccc1. As a reaction SMILES: [CH3:1][NH:2][CH:3]([C:4]([c:5]1[cH:6][cH:7][cH:8][cH:9][cH:10]1)([CH3:11])[CH3:12])[C:13](=[O:14])[NH:15][CH:16]([C:17]([CH3:18])([CH3:19])[CH3:20])[C:21](=[O:22])[N:23]([CH3:24])[CH:25]([CH:26]=[C:27]([C:28]([OH:29])=[O:30])[CH3:31])[CH:32]([CH3:33])[CH3:34].[CH3:38][S:39][CH3:40].[CH3:41][OH:42].[O-:35][O+:36]=[O:37]>>[CH3:1][NH:2][CH:3]([C:4]([c:5]1[cH:6][cH:7][cH:8][cH:9][cH:10]1)([CH3:11])[CH3:12])[C:13](=[O:14])[NH:15][CH:16]([C:17]([CH3:18])([CH3:19])[CH3:20])[C:21](=[O:22])[N:23]([CH3:24])[CH:25]([CH:26]=[O:35])[CH:32]([CH3:33])[CH3:34]. Reactants: C([O-])([O-])=O.[K+].[K+] (potassium carbonate), BrC1=C(C(=O)OC)C=C(C(=C1)C)C#N (methyl 2-bromo-5-cyano-4-methylbenzoate), BrC1=C(C(=O)OC)C=C(C(=C1)C)C#N (methyl 2-bromo-5-cyano-4-methylbenzoate), C1(CC1)B(O)O (cyclopropylboronic acid). Reagents/catalysts: C1=CC=C(C=C1)P([C-]2C=CC=C2)C3=CC=CC=C3.C1=CC=C(C=C1)P([C-]2C=CC=C2)C3=CC=CC=C3.Cl[Pd]Cl.[Fe+2] (Pd(dppf)Cl2), CC(=O)[O-].CC(=O)[O-].[Pd+2] (Pd(OAc)2). Solvent: O (H2O), C1(=CC=CC=C1)C (toluene), O (water). Reaction conditions: temperature 100 celsius, time 8 hour. Product: C(#N)C=1C(=CC(=C(C(=O)OC)C1)C1CC1)C (methyl 5-cyano-2-cyclopropyl-4-methylbenzoate). Yield: 98.2%. RXN SMILES: Br[C:2]1[CH:11]=[C:10]([CH3:12])[C:9]([C:13]#[N:14])=[CH:8][C:3]=1[C:4]([O:6][CH3:7])=[O:5].[CH:15]1(B(O)O)[CH2:17][CH2:16]1.C(=O)([O-])[O-].[K+].[K+]>C1(C)C=CC=CC=1.O.C1C=CC(P(C2C=CC=CC=2)[C-]2C=CC=C2)=CC=1.C1C=CC(P(C2C=CC=CC=2)[C-]2C=CC=C2)=CC=1.Cl[Pd]Cl.[Fe+2].CC([O-])=O.CC([O-])=O.[Pd+2]>[C:13]([C:9]1[C:10]([CH3:12])=[CH:11][C:2]([CH:15]2[CH2:17][CH2:16]2)=[C:3]([CH:8]=1)[C:4]([O:6][CH3:7])=[O:5])#[N:14] |f:2.3.4,7.8.9.10,11.12.13|. Procedure: To a solution of methyl 2-bromo-5-cyano-4-methylbenzoate (compound 190.2, 600 mg, 2.13 mmol, 1.00 equiv, 90%) in toluene (20 mL) under nitrogen were added cyclopropylboronic acid (552 mg, 6.43 mmol, 2.00 equiv), a solution of potassium carbonate (876 mg, 6.34 mmol, 2.00 equiv) in water (1 mL), Pd(dppf)Cl2 (252 mg, 0.10 equiv), and Pd(OAc)2 (70 mg, 0.10 equiv). The resulting mixture was stirred under nitrogen at 100° C. overnight. After cooling to ambient temperature, the mixture was diluted with... Reaction SMILES: [CH:1]([C:4]1[CH:9]=[C:8]([CH:10]([CH3:12])[CH3:11])[CH:7]=[C:6]([CH:13]([CH3:15])[CH3:14])[C:5]=1[S:16]([NH:19][N:20]=[C:21]([C:29]1[CH:34]=[CH:33][CH:32]=[CH:31][CH:30]=1)[CH2:22][CH:23]1[CH2:27][CH2:26][CH2:25][N:24]1[CH3:28])(=[O:18])=[O:17])([CH3:3])[CH3:2].CN(C)CCC(C1C=CC=CC=1)=O.C(C1C=C(C(C)C)C=C(C(C)C)C=1S(NN)(=O)=O)(C)C.[ClH:68].CN1CCCC1CC(C1C=CC=CC=1)=O>>[ClH:68].[CH:1]([C:4]1[CH:9]=[C:8]([CH:10]([CH3:11])[CH3:12])[CH:7]=[C:6]([CH:13]([CH3:14])[CH3:15])[C:5]=1[S:16]([NH:19][N:20]=[C:21]([C:29]1[CH:30]=[CH:31][CH:32]=[CH:33][CH:34]=1)[CH2:22][CH:23]1[CH2:27][CH2:26][CH2:25][N:24]1[CH3:28])(=[O:18])=[O:17])([CH3:2])[CH3:3] |f:3.4,5.6|. Reactants: C(C)(C)C1=C(C(=CC(=C1)C(C)C)C(C)C)S(=O)(=O)NN=C(CC1N(CCC1)C)C1=CC=CC=C1 (α-(1-Methyl-2-pyrrolidinyl)acetophenone 2,4,6-triisopropylbenzenesulphonylhydrazone), C(C)(C)C1=C(C(=CC(=C1)C(C)C)C(C)C)S(=O)(=O)NN (2,4,6-triisopropylbenzenesulphonylhydrazine), CN(CCC(=O)C1=CC=CC=C1)C (β-dimethylaminopropiophenone), 2,4,6-triisopropylbenzenesulphonylhydrazone, Cl.CN1C(CCC1)CC(=O)C1=CC=CC=C1 (α-(1-methyl-2-pyrrolidinyl)acetophenone hydrochloride), solid. Yields the product Cl.C(C)(C)C1=C(C(=CC(=C1)C(C)C)C(C)C)S(=O)(=O)NN=C(CC1N(CCC1)C)C1=CC=CC=C1 (α-(1-methyl-2-pyrrolidinyl)acetophenone 2,4,6-triisopropylbenzenesulphonylhydrazone hydrochloride). Procedure: α-(1-Methyl-2-pyrrolidinyl)acetophenone 2,4,6-triisopropylbenzenesulphonylhydrazone can be prepared by a method similar to that described in Example 22 for the preparation of β-dimethylaminopropiophenone, 2,4,6-triisopropylbenzenesulphonylhydrazone, but starting from 2,4,6-triisopropylbenzenesulphonylhydrazine (30.6 g) and α-(1-methyl-2-pyrrolidinyl)acetophenone hydrochloride (28.3 g). In this way, α-(1-methyl-2-pyrrolidinyl)acetophenone 2,4,6-triisopropylbenzenesulphonylhydrazone hydrochloride ... Starting materials: CC(=O)O[BH-](OC(C)=O)OC(C)=O, O=C([O-])O, CC(=O)O, ClCCCl, [Na+], [Na+], CC(C)(C)OC(=O)NCCCCNC1CCCc2cccnc21, O=Cc1cccc2cc[nH]c12. The product is CC(C)(C)OC(=O)NCCCCN(Cc1cccc2cc[nH]c12)C1CCCc2cccnc21. RXN SMILES: [C:35]([O:36][BH-:37]([O:38][C:39](=[O:40])[CH3:41])[O:42][C:43](=[O:44])[CH3:45])(=[O:46])[CH3:47].[C:49](=[O:50])([OH:51])[O-:52].[CH3:58][C:59](=[O:60])[OH:61].[Cl:54][CH2:55][CH2:56][Cl:57].[Na+:48].[Na+:53].[n:12]1[cH:13][cH:14][cH:15][c:16]2[c:21]1[CH:20]([NH:22][CH2:23][CH2:24][CH2:25][CH2:26][NH:27][C:28]([O:29][C:30]([CH3:31])([CH3:32])[CH3:33])=[O:34])[CH2:19][CH2:18][CH2:17]2.[nH:1]1[cH:2][cH:3][c:4]2[cH:5][cH:6][cH:7][c:8]([CH:10]=[O:11])[c:9]12>>[nH:1]1[cH:2][cH:3][c:4]2[cH:5][cH:6][cH:7][c:8]([CH2:10][N:22]([CH:20]3[CH2:19][CH2:18][CH2:17][c:16]4[cH:15][cH:14][cH:13][n:12][c:21]43)[CH2:23][CH2:24][CH2:25][CH2:26][NH:27][C:28]([O:29][C:30]([CH3:31])([CH3:32])[CH3:33])=[O:34])[c:9]12.